Dataset: the Open Reaction Database (ORD), a public repository of structured organic reaction records. Task: describe an organic reaction: reactants, conditions, products, and yield Reactants: CC=1N=CSC1 (4-methylthiazole), C(C)(=O)C=1OC=CC1 (2-acetylfuran). The product is O1C(=CC=C1)C(C)(O)C1=C(N=CS1)C (1-(2-Furyl)-1-(4-methyl-5-thiazolyl)ethanol). As a reaction SMILES: [CH3:1][C:2]1[N:3]=[CH:4][S:5][CH:6]=1.[C:7]([C:10]1[O:11][CH:12]=[CH:13][CH:14]=1)(=[O:9])[CH3:8]>>[O:11]1[CH:12]=[CH:13][CH:14]=[C:10]1[C:7]([C:6]1[S:5][CH:4]=[N:3][C:2]=1[CH3:1])([OH:9])[CH3:8]. Procedure: Starting with 4-methylthiazole and 2-acetylfuran and following the general method of Example 15 the title compound was prepared. M.p. 127°-128° C. Reactants: C(C)OCOC1=CC=2N(C=C1)C(=CN2)C(=O)OCC (ethyl 7-(ethoxymethoxy)imidazo[1,2-a]pyridine-3-carboxylate), CC1=NN(C=2C=CC=C(C12)N)CC1=NC(=CC=C1)C (3-Methyl-1-((6-methylpyridin-2-yl)methyl)-1H-indazol-4-amine), ice water. The solvent is O1CCCC1 (tetrahydrofuran), O1CCCCC1 (tetrahydropyran). The product is C(C)OCOC1=CC=2N(C=C1)C(=CN2)C(=O)NC2=C1C(=NN(C1=CC=C2)CC2=NC(=CC=C2)C)C (7-(ethoxymethoxy)-N-(3-methyl-1-((6-methylpyridin-2-yl)methyl)-1H-indazol-4-yl)imidazo[1,2-a]pyridine-3-carboxamide). The yield is 59.5%. Reaction SMILES: [CH3:1][C:2]1[C:10]2[C:9]([NH2:11])=[CH:8][CH:7]=[CH:6][C:5]=2[N:4]([CH2:12][C:13]2[CH:18]=[CH:17][CH:16]=[C:15]([CH3:19])[N:14]=2)[N:3]=1.[CH2:20]([O:22][CH2:23][O:24][C:25]1[CH:30]=[CH:29][N:28]2[C:31]([C:34](OCC)=[O:35])=[CH:32][N:33]=[C:27]2[CH:26]=1)[CH3:21]>O1CCCCC1.O1CCCC1>[CH2:20]([O:22][CH2:23][O:24][C:25]1[CH:30]=[CH:29][N:28]2[C:31]([C:34]([NH:11][C:9]3[CH:8]=[CH:7][CH:6]=[C:5]4[C:10]=3[C:2]([CH3:1])=[N:3][N:4]4[CH2:12][C:13]3[CH:18]=[CH:17][CH:16]=[C:15]([CH3:19])[N:14]=3)=[O:35])=[CH:32][N:33]=[C:27]2[CH:26]=1)[CH3:21]. Reported procedure: 3-Methyl-1-((6-methylpyridin-2-yl)methyl)-1H-indazol-4-amine (22 mg, 0.09 mmol) was dissolved in tetrahydropyran (DriSolve; 0.5 mL) and degassed before back-filling with nitrogen gas. The solution was then cooled in an ice water bath for 15 minutes before drop-wise addition of lithium bis(trimethylsilyl)amide (0.09 mL, 1 M in tetrahydrofuran). The reaction stirred for 10 minutes before drop-wise addition into a solution of ethyl 7-(ethoxymethoxy)imidazo[1,2-a]pyridine-3-carboxylate (11 mg, 0.04 ... Starting materials: ClC=1C=CC=2C3=CC=CC=C3C(N(C2C1)S(=O)(=O)C1=CC(=CC=C1)OC)C (3-chloro-5-[(3-methoxyphenyl)sulfonyl]-6-methyl-5,6-dihydrophenanthridine), C1=CCCCC1 (cyclohexene), B(Br)(Br)Br (boron tribromide). Run in ClCCl (dichloromethane). Run at time 20 hour. Yields the product ClC=1C=CC=2C3=CC=CC=C3C(N(C2C1)S(=O)(=O)C=1C=C(C=CC1)O)C (3-[(3-Chloro-6-methylphenanthridin-5(6H)-yl)sulfonyl]phenol), solid. Isolated yield 73.0%. RXN SMILES: [Cl:1][C:2]1[CH:3]=[CH:4][C:5]2[C:6]3[C:11]([CH:12]([CH3:27])[N:13]([S:16]([C:19]4[CH:24]=[CH:23][CH:22]=[C:21]([O:25]C)[CH:20]=4)(=[O:18])=[O:17])[C:14]=2[CH:15]=1)=[CH:10][CH:9]=[CH:8][CH:7]=3.C1CCCCC=1.B(Br)(Br)Br>ClCCl>[Cl:1][C:2]1[CH:3]=[CH:4][C:5]2[C:6]3[C:11]([CH:12]([CH3:27])[N:13]([S:16]([C:19]4[CH:20]=[C:21]([OH:25])[CH:22]=[CH:23][CH:24]=4)(=[O:18])=[O:17])[C:14]=2[CH:15]=1)=[CH:10][CH:9]=[CH:8][CH:7]=3. Reported procedure: A stirred suspension of 3-chloro-5-[(3-methoxyphenyl)sulfonyl]-6-methyl-5,6-dihydrophenanthridine (0.38 g, 0.95 mmol) and cyclohexene (1.73 mL, 17.1 mmol) was treated dropwise at room temperature under nitrogen with a solution of 1.0 M boron tribromide (5.7 mL, 5.7 mmol) in dichloromethane. After stirring for 20 hours at room temperature, the reaction was quenched with a saturated, aqueous sodium bicarbonate solution (50 mL), and extracted with dichloromethane (6×20 mL). The combined organic pha... Starting materials: CC(C)([O-])C.[K+] (potassium t-butoxide), BrCC(=O)OCC (ethyl bromoacetate), O (water), ClC1C(NC2=C(CC1)C=CC=C2)=O (3-chloro-2,3,4,5-tetrahydro-1H-[1]benzazepine-2-one). Solvent: CN(C=O)C (dimethylformamide), CN(C=O)C (dimethylformamide), CN(C=O)C (dimethylformamide). Reaction conditions: time 15 minute. Yields the product ClC1C(N(C2=C(CC1)C=CC=C2)CC(=O)OCC)=O (3-chloro-1-ethoxycarbonylmethyl-2,3,4,5-tetrahydro-1H-[1]benzazepin-2-one). RXN SMILES: [Cl:1][CH:2]1[CH2:8][CH2:7][C:6]2[CH:9]=[CH:10][CH:11]=[CH:12][C:5]=2[NH:4][C:3]1=[O:13].CC(C)([O-])C.[K+].Br[CH2:21][C:22]([O:24][CH2:25][CH3:26])=[O:23].O>CN(C)C=O>[Cl:1][CH:2]1[CH2:8][CH2:7][C:6]2[CH:9]=[CH:10][CH:11]=[CH:12][C:5]=2[N:4]([CH2:21][C:22]([O:24][CH2:25][CH3:26])=[O:23])[C:3]1=[O:13] |f:1.2|. Reported procedure: A solution of 3-chloro-2,3,4,5-tetrahydro-1H-[1]benzazepine-2-one (1.95 g) in dimethylformamide (10 ml) was added dropwise with stirring to a solution of potassium t-butoxide (1.12 g) in dimethylformamide (10 ml) at 5°. The solution was stirred for an additional 15 minutes at 5°, then ethyl bromoacetate (1.78 g) in dimethylformamide (5 ml) was added dropwise. Stirring was continued for an additional 30 minutes at 5° and then for 3 hours at room temperature. The reaction mixture was cooled to 10°... The reactants are Cl.NC[C@@H]1O[C@@H](CC2=C1C=CC(=C2OCC2=CC=CC=C2)OC)C2=CC=CC=C2 ([1R,3S] 1-aminomethyl-5-benzyloxy-3,4-dihydro--6-methoxy-3-phenyl-1H-2-benzopyran hydrochloride), resultant mixture. The reagents and catalysts are [Pd] (palladium on carbon). The solvent is C(C)(=O)OCC (ethyl acetate), CO (methanol). Product: Cl.NC[C@@H]1O[C@@H](CC2=C1C=CC(=C2O)OC)C2=CC=CC=C2 ([1R,3S] 1-Aminomethyl-3,4-dihydro-5-hydroxy-6-methoxy-3-phenyl-1H-2-benzopyran hydrochloride). Isolated yield 66.5%. As a reaction SMILES: [ClH:1].[NH2:2][CH2:3][C@H:4]1[C:9]2[CH:10]=[CH:11][C:12]([O:22][CH3:23])=[C:13]([O:14]CC3C=CC=CC=3)[C:8]=2[CH2:7][C@@H:6]([C:24]2[CH:29]=[CH:28][CH:27]=[CH:26][CH:25]=2)[O:5]1>CO.[Pd].C(OCC)(=O)C>[ClH:1].[NH2:2][CH2:3][C@H:4]1[C:9]2[CH:10]=[CH:11][C:12]([O:22][CH3:23])=[C:13]([OH:14])[C:8]=2[CH2:7][C@@H:6]([C:24]2[CH:25]=[CH:26][CH:27]=[CH:28][CH:29]=2)[O:5]1 |f:0.1,5.6|. Procedure: A solution of 940 mg (2.28 mmol) of [1R,3S] 1-aminomethyl-5-benzyloxy-3,4-dihydro--6-methoxy-3-phenyl-1H-2-benzopyran hydrochloride, from Step 9, in 500 mL of methanol was treated with 500 mg of 10% palladium on carbon and the resultant mixture was shaken under a hydrogen atmosphere for 24 h. The reaction mixture was diluted with ethyl acetate and filtered through Celite filter aid. The filtrate was concentrated in vacuo to give an off-white solid which was crystallized from methanol/methylene c... Starting materials: B, C1CCOC1, N#CCc1cc(F)cc(F)c1. Yields the product NCCc1cc(F)cc(F)c1. RXN SMILES: [BH3:12].[CH2:13]1[O:14][CH2:15][CH2:16][CH2:17]1.[F:1][c:2]1[cH:3][c:4]([CH2:9][C:10]#[N:11])[cH:5][c:6]([F:8])[cH:7]1>>[F:1][c:2]1[cH:3][c:4]([CH2:9][CH2:10][NH2:11])[cH:5][c:6]([F:8])[cH:7]1. Reactants: [F-].C(CCC)[N+](CCCC)(CCCC)CCCC (tetrabutylammonium fluoride), COC(C(CC(C)(C)C1=C(C=C(C=C1)I)OC)=O)=O (4-(4-iodo-2-methoxyphenyl)-4-methyl-2-oxovaleric acid methyl ester), FC(F)(F)[Si](C)(C)C (trifluoromethyltrimethylsilane), C([O-])([O-])=O.[Cs+].[Cs+] (cesium carbonate). The solvent is CN(C)C=O (DMF), O (water). Run at time 10 hour. Yields the product COC(C(CC(C)(C)C1=C(C=C(C=C1)I)OC)(C(F)(F)F)O)=O (2-Hydroxy-4-(4-iodo-2-methoxyphenyl)-4-methyl-2-trifluoromethylvaleric acid methyl ester). As a reaction SMILES: [CH3:1][O:2][C:3](=[O:19])[C:4](=[O:18])[CH2:5][C:6]([C:9]1[CH:14]=[CH:13][C:12]([I:15])=[CH:11][C:10]=1[O:16][CH3:17])([CH3:8])[CH3:7].[F:20][C:21]([Si](C)(C)C)([F:23])[F:22].C(=O)([O-])[O-].[Cs+].[Cs+].[F-].C([N+](CCCC)(CCCC)CCCC)CCC>CN(C=O)C.O>[CH3:1][O:2][C:3](=[O:19])[C:4]([OH:18])([C:21]([F:23])([F:22])[F:20])[CH2:5][C:6]([C:9]1[CH:14]=[CH:13][C:12]([I:15])=[CH:11][C:10]=1[O:16][CH3:17])([CH3:8])[CH3:7] |f:2.3.4,5.6|. Procedure details: 3 g of 4-(4-iodo-2-methoxyphenyl)-4-methyl-2-oxovaleric acid (WO 98/54159) is added in a solution of 1.3 ml of thionyl chloride in 12 ml of methanol at 0° C. and stirred for 10 hours at room temperature. It is added to saturated bicarbonate solution and extracted with ethyl acetate. The organic phase is washed with bicarbonate solution and brine, dried (Na2SO4) and concentrated by evaporation. 3.2 g of 4-(4-iodo-2-methoxyphenyl)-4-methyl-2-oxovaleric acid methyl ester is obtained as a crude prod...